From a dataset of the Open Reaction Database (ORD), a public repository of structured organic reaction records. describe an organic reaction: reactants, conditions, products, and yield Starting materials: O (water), CCC1=C(C2=CC3=C(C(=C(N3)C=C4N=C(C5=C6NC(=CC1=N2)C(=C6C(=O)C5C(=O)OC)C)C(C4C)CCC(=O)OC)C)C=C)C (methyl pheophorbide-a), CCCCCC.CC(=O)C (hexane acetone). Run in CN(C)C=O (DMF). Run at time 90 minute. The product is CCC1=C(C2=CC3=C(C(=C(N3)C=C4N=C(C5=C6NC(=CC1=N2)C(=C6C(=O)C5)C)[C@H]([C@@H]4C)CCC(=O)OC)C)C=C)C (methyl pyropheophorbide-a). The yield is 85.8%. As a reaction SMILES: [CH3:1][CH2:2][C:3]1[C:21]2=[N:22][C:5](=[CH:6][C:7]3[NH:11][C:10]([CH:12]=[C:13]4[CH:34]([CH3:35])[CH:33]([CH2:36][CH2:37][C:38]([O:40][CH3:41])=[O:39])[C:15]([C:16]5[CH:27](C(OC)=O)[C:25](=[O:26])[C:24]6[C:17]=5[NH:18][C:19]([C:23]=6[CH3:32])=[CH:20]2)=[N:14]4)=[C:9]([CH3:42])[C:8]=3[CH:43]=[CH2:44])[C:4]=1[CH3:45].O.CCCCCC.CC(C)=O>CN(C=O)C>[CH3:1][CH2:2][C:3]1[C:21]2=[N:22][C:5](=[CH:6][C:7]3[NH:11][C:10]([CH:12]=[C:13]4[C@@H:34]([CH3:35])[C@H:33]([CH2:36][CH2:37][C:38]([O:40][CH3:41])=[O:39])[C:15]([C:16]5[CH2:27][C:25](=[O:26])[C:24]6[C:17]=5[NH:18][C:19]([C:23]=6[CH3:32])=[CH:20]2)=[N:14]4)=[C:9]([CH3:42])[C:8]=3[CH:43]=[CH2:44])[C:4]=1[CH3:45] |f:2.3|. Procedure: To a solution of methyl pheophorbide-a (100 mg, 0.17 mmol) in DMF (25 mL) was added distilled water (6 μL, 0.33 mmol, 2 equiv.) and the mixture was refluxed under argon with stirring. The reaction was monitored by HPLC (hexane-acetone, 90:10-mobile phase, LiChrospherCN-column, detection at 425 and 410 nm). After 90 min the reaction was shown to have reached 99.5% completion by HPLC peak area. The solution was cooled to room temperature after 110 min of reflux and solvent removed under reduced pr...